This data is from the Open Reaction Database (ORD), a public repository of structured organic reaction records. The task is: describe an organic reaction: reactants, conditions, products, and yield Starting materials: CC(C)CO, CC(C)(C)[O-], CCOCC, Nc1nc(Cl)nc2c1ncn2CC1CCOCC1, [Na+]. Yields the product CC(C)COc1nc(N)c2ncn(CC3CCOCC3)c2n1. Reaction SMILES: [CH3:19][CH:20]([CH2:21][OH:22])[CH3:23].[CH3:24][C:25]([CH3:26])([O-:27])[CH3:28].[CH3:30][CH2:31][O:32][CH2:33][CH3:34].[Cl:1][c:2]1[n:3][c:4]([NH2:18])[c:5]2[n:6][cH:7][n:8]([CH2:11][CH:12]3[CH2:13][CH2:14][O:15][CH2:16][CH2:17]3)[c:9]2[n:10]1.[Na+:29]>>[c:2]1([O:22][CH2:21][CH:20]([CH3:19])[CH3:23])[n:3][c:4]([NH2:18])[c:5]2[n:6][cH:7][n:8]([CH2:11][CH:12]3[CH2:13][CH2:14][O:15][CH2:16][CH2:17]3)[c:9]2[n:10]1. Starting materials: CO, COc1ccc(O)c([N+](=O)[O-])c1. Yields the product COc1ccc(O)c(N)c1. Reaction SMILES: [CH3:13][OH:14].[CH3:1][O:2][c:3]1[cH:4][c:5]([N+:10]([O-:11])=[O:12])[c:6]([OH:9])[cH:7][cH:8]1>>[CH3:1][O:2][c:3]1[cH:4][c:5]([NH2:10])[c:6]([OH:9])[cH:7][cH:8]1. The reactants are C(CCC)[Li] (n-Butyl lithium), solution, CC(C)=NO (acetone oxime), C([O-])([O-])=O.[Na+].[Na+] (sodium carbonate), S(O)(O)(=O)=O (sulphuric acid), COC(=O)C1=CC=C(C=C1)C1=NC=CC=C1S(=O)(=O)NC1=NC=C(N=C1OC)C (2-(4-methoxycarbonylphenyl)-N-(3-methoxy-5-methylpyrazin-2-yl)pyridine-3-sulphonamide). Solvent: CCCCC (pentane), C1CCOC1 (THF), C1CCOC1 (THF), O (water), C1CCOC1 (THF). Yields the product COC=1C(=NC=C(N1)C)NS(=O)(=O)C=1C(=NC=CC1)C1=CC=C(C=C1)C1=CC(=NO1)C (N-(3-methoxy-5-methylpyrazin-2-yl)-2-(4-[3-methylisoxazol-5-yl]phenyl)pyridine-3-sulphonamide). Isolated yield 8.5%. RXN SMILES: C([Li])CCC.[CH3:6][C:7](=[N:9][OH:10])[CH3:8].CO[C:13]([C:15]1[CH:20]=[CH:19][C:18]([C:21]2[C:26]([S:27]([NH:30][C:31]3[C:36]([O:37][CH3:38])=[N:35][C:34]([CH3:39])=[CH:33][N:32]=3)(=[O:29])=[O:28])=[CH:25][CH:24]=[CH:23][N:22]=2)=[CH:17][CH:16]=1)=O.S(=O)(=O)(O)O.C(=O)([O-])[O-].[Na+].[Na+]>CCCCC.C1COCC1.O>[CH3:38][O:37][C:36]1[C:31]([NH:30][S:27]([C:26]2[C:21]([C:18]3[CH:17]=[CH:16][C:15]([C:13]4[O:10][N:9]=[C:7]([CH3:8])[CH:6]=4)=[CH:20][CH:19]=3)=[N:22][CH:23]=[CH:24][CH:25]=2)(=[O:29])=[O:28])=[N:32][CH:33]=[C:34]([CH3:39])[N:35]=1 |f:4.5.6|. Reported procedure: n-Butyl lithium (1.63 ml of a 1.6M solution in pentane) was added to a stirred solution of acetone oxime (95 mg) in dry THF (5 ml) at 0° C. After 1 hour a solution of 2-(4-methoxycarbonylphenyl)-N-(3-methoxy-5-methylpyrazin-2-yl)pyridine-3-sulphonamide (414 mg) in THF (5 ml) was added. The solution was allowed to warm up over 17 hours. The mixture was poured into a stirred solution of concentrated sulphuric acid (0.6 g) in THF (2.8 ml) and water (0.7 ml) and heated under reflux for 1 hour. The c... The reactants are ClC1=NC(=NC(=N1)N(CCCC)C1CC(N(C(C1)(C)C)C)(C)C)N(CCCC)C1CC(N(C(C1)(C)C)C)(C)C (2-chloro-4,6-bis-(1,2,2,6,6-pentamethyl-4-piperidyl-butylamino)-1,3,5-triazine), NCCCCCCN (hexamethylenediamine), [OH-].[Na+] (sodium hydroxide). The solvent is C=1(C(=CC=CC1)C)C (xylene), O (water), C=1(C(=CC=CC1)C)C (xylene). Run at time 8 hour. Yields the product NCCCCCCNC1=NC(=NC(=N1)N(CCCC)C1CC(N(C(C1)(C)C)C)(C)C)N(CCCC)C1CC(N(C(C1)(C)C)C)(C)C (2-(6-aminohexylamino)-4,6-bis-(1,2,2,6,6-pentamethyl-4-piperidyl-butylamino)-1,3,5-triazine). Yield: 89.9%. Reaction SMILES: Cl[C:2]1[N:7]=[C:6]([N:8]([CH:13]2[CH2:18][C:17]([CH3:20])([CH3:19])[N:16]([CH3:21])[C:15]([CH3:23])([CH3:22])[CH2:14]2)[CH2:9][CH2:10][CH2:11][CH3:12])[N:5]=[C:4]([N:24]([CH:29]2[CH2:34][C:33]([CH3:36])([CH3:35])[N:32]([CH3:37])[C:31]([CH3:39])([CH3:38])[CH2:30]2)[CH2:25][CH2:26][CH2:27][CH3:28])[N:3]=1.[NH2:40][CH2:41][CH2:42][CH2:43][CH2:44][CH2:45][CH2:46][NH2:47].[OH-].[Na+]>C1(C)C(C)=CC=CC=1.O>[NH2:40][CH2:41][CH2:42][CH2:43][CH2:44][CH2:45][CH2:46][NH:47][C:2]1[N:7]=[C:6]([N:8]([CH:13]2[CH2:18][C:17]([CH3:20])([CH3:19])[N:16]([CH3:21])[C:15]([CH3:22])([CH3:23])[CH2:14]2)[CH2:9][CH2:10][CH2:11][CH3:12])[N:5]=[C:4]([N:24]([CH:29]2[CH2:30][C:31]([CH3:38])([CH3:39])[N:32]([CH3:37])[C:33]([CH3:35])([CH3:36])[CH2:34]2)[CH2:25][CH2:26][CH2:27][CH3:28])[N:3]=1 |f:2.3|. Procedure details: 56.4 g of 2-chloro-4,6-bis-(1,2,2,6,6-pentamethyl-4-piperidyl-butylamino)-1,3,5-triazine are introduced into a melt of 120 g of hexamethylenediamine at 80°. The reaction mixture is then stirred for 8 hours at 100° and after adding 50 ml of xylene is then stirred for 16 hours at 140°. The reaction mixture is diluted with 200 ml of xylene, a solution of 4.4 g of sodium hydroxide in 50 ml of water is added and the resulting mixture is stirred vigorously for 4 hours at room temperature. The xylene s... The reactants are O=C([O-])[O-], CN(C)C=O, COC(=O)c1cc(-c2nc(COc3ccc(CCl)cc3OC)c(C)o2)ccc1C, [K+], [K+], O, O=Cc1cn(-c2ccccc2)nc1O. The product is COC(=O)c1cc(-c2nc(COc3ccc(COc4nn(-c5ccccc5)cc4C=O)cc3OC)c(C)o2)ccc1C. Reaction SMILES: [C:44](=[O:45])([O-:46])[O-:47].[CH3:50][N:51]([CH3:52])[CH:53]=[O:54].[Cl:1][CH2:2][c:3]1[cH:4][c:5]([O:28][CH3:29])[c:6]([O:7][CH2:8][c:9]2[n:10][c:11](-[c:15]3[cH:16][cH:17][c:18]([CH3:25])[c:19]([C:20](=[O:21])[O:22][CH3:23])[cH:24]3)[o:12][c:13]2[CH3:14])[cH:26][cH:27]1.[K+:48].[K+:49].[OH2:55].[OH:30][c:31]1[n:32][n:33](-[c:38]2[cH:39][cH:40][cH:41][cH:42][cH:43]2)[cH:34][c:35]1[CH:36]=[O:37]>>[CH2:2]([c:3]1[cH:4][c:5]([O:28][CH3:29])[c:6]([O:7][CH2:8][c:9]2[n:10][c:11](-[c:15]3[cH:16][cH:17][c:18]([CH3:25])[c:19]([C:20](=[O:21])[O:22][CH3:23])[cH:24]3)[o:12][c:13]2[CH3:14])[cH:26][cH:27]1)[O:30][c:31]1[n:32][n:33](-[c:38]2[cH:39][cH:40][cH:41][cH:42][cH:43]2)[cH:34][c:35]1[CH:36]=[O:37].